This data is from the Open Reaction Database (ORD), a public repository of structured organic reaction records. The task is: describe an organic reaction: reactants, conditions, products, and yield The reactants are Oc1ccc(F)cc1F, [H-], C[Si](C)(C)CCOCn1nc(I)c2cnc(S(C)(=O)=O)nc21, [Na+], CN(C)C=O. Yields the product C[Si](C)(C)CCOCn1nc(I)c2cnc(Oc3ccc(F)cc3F)nc21. RXN SMILES: [F:3][c:4]1[c:5]([OH:11])[cH:6][cH:7][c:8]([F:10])[cH:9]1.[H-:1].[I:12][c:13]1[n:14][n:15]([CH2:26][O:27][CH2:28][CH2:29][Si:30]([CH3:31])([CH3:32])[CH3:33])[c:16]2[n:17][c:18]([S:22]([CH3:23])(=[O:24])=[O:25])[n:19][cH:20][c:21]12.[Na+:2].[O:34]=[CH:35][N:36]([CH3:37])[CH3:38]>>[F:3][c:4]1[c:5]([O:11][c:18]2[n:17][c:16]3[n:15]([CH2:26][O:27][CH2:28][CH2:29][Si:30]([CH3:31])([CH3:32])[CH3:33])[n:14][c:13]([I:12])[c:21]3[cH:20][n:19]2)[cH:6][cH:7][c:8]([F:10])[cH:9]1. The product is O=C1OC(=O)c2c(F)c(F)cc(F)c21. The reactants are CCOC(C)=O, O=C1OC(=O)c2c(F)c(F)c(F)c(F)c21, O=C(O)c1c(F)cc(F)c(F)c1C(=O)O, [Na+], [OH-], O, [Zn], Cc1ccccc1C. RXN SMILES: [CH3:18][CH2:19][O:20][C:21](=[O:22])[CH3:23].[F:1][c:2]1[c:3]([F:15])[c:4]([F:14])[c:5]([F:13])[c:6]2[c:7]1[C:8](=[O:9])[O:10][C:11]2=[O:12].[F:24][c:25]1[c:26]([F:27])[cH:28][c:29]([F:30])[c:31]([C:32]([OH:33])=[O:34])[c:35]1[C:36]([OH:37])=[O:38].[Na+:17].[OH-:16].[OH2:39].[Zn:40].[c:41]1([CH3:42])[c:43]([CH3:44])[cH:45][cH:46][cH:47][cH:48]1>>[F:1][c:2]1[c:3]([F:15])[cH:4][c:5]([F:13])[c:6]2[c:7]1[C:8](=[O:9])[O:10][C:11]2=[O:12].